From a dataset of the Open Reaction Database (ORD), a public repository of structured organic reaction records. describe an organic reaction: reactants, conditions, products, and yield Starting materials: CCc1c(Oc2cc(C)cc(C)c2)[nH]c(=O)[nH]c1=O, FC(F)(F)c1cc(CBr)cc(C(F)(F)F)c1. The product is CCc1c(Oc2cc(C)cc(C)c2)n(Cc2cc(C(F)(F)F)cc(C(F)(F)F)c2)c(=O)[nH]c1=O. As a reaction SMILES: [CH2:1]([CH3:2])[c:3]1[c:4](=[O:19])[nH:5][c:6](=[O:18])[nH:7][c:8]1[O:9][c:10]1[cH:11][c:12]([CH3:17])[cH:13][c:14]([CH3:16])[cH:15]1.[F:20][C:21]([c:22]1[cH:23][c:24]([CH2:25][Br:26])[cH:27][c:28]([C:30]([F:31])([F:32])[F:33])[cH:29]1)([F:34])[F:35]>>[CH2:1]([CH3:2])[c:3]1[c:4](=[O:19])[nH:5][c:6](=[O:18])[n:7]([CH2:25][c:24]2[cH:23][c:22]([C:21]([F:20])([F:34])[F:35])[cH:29][c:28]([C:30]([F:31])([F:32])[F:33])[cH:27]2)[c:8]1[O:9][c:10]1[cH:11][c:12]([CH3:17])[cH:13][c:14]([CH3:16])[cH:15]1. Starting materials: NC1=NC(=CC(=N1)N1CCC2(C[C@H](NC2)C(=O)O)CC1)O[C@@H](C(F)(F)F)C1=C(C=C(C=C1)Cl)N1N=C(C=C1)C ((S)-8-(2-amino-6-((R)-1-(4-chloro-2-(3-methyl-1H-pyrazol-1-yl)phenyl)-2,2,2-trifluoroethoxy)pyrimidin-4-yl)-2,8-diazaspiro[4.5]decane-3-carboxylic acid), ClC1=CC(=C(C=C1)[C@H](C(F)(F)F)O)N1N=C(C=C1)C1CC1 ((R)-1-(4-chloro-2-(3-cyclopropyl-1H-pyrazol-1-yl)phenyl)-2,2,2-trifluoroethanol), ClC1=CC(=C(C=C1)[C@H](C(F)(F)F)O)N1N=C(C=C1)C1CC1 ((R)-1-(4-chloro-2-(3-cyclopropyl-1H-pyrazol-1-yl)phenyl)-2,2,2-trifluoroethanol). The product is NC1=NC(=CC(=N1)N1CCC2(C[C@H](NC2)C(=O)O)CC1)O[C@@H](C(F)(F)F)C1=C(C=C(C=C1)Cl)N1N=C(C=C1)C1CC1 ((S)-8-(2-amino-6-((R)-1-(4-chloro-2-(3-cyclopropyl-1H-pyrazol-1-yl)phenyl)-2,2,2-trifluoroethoxy)pyrimidin-4-yl)-2,8-diazaspiro[4.5]decane-3-carboxylic acid). As a reaction SMILES: [NH2:1][C:2]1[N:7]=[C:6]([N:8]2[CH2:20][CH2:19][C:11]3([CH2:15][NH:14][C@H:13]([C:16]([OH:18])=[O:17])[CH2:12]3)[CH2:10][CH2:9]2)[CH:5]=[C:4]([O:21][C@H:22]([C:27]2[CH:32]=[CH:31][C:30]([Cl:33])=[CH:29][C:28]=2[N:34]2[CH:38]=[CH:37][C:36]([CH3:39])=[N:35]2)[C:23]([F:26])([F:25])[F:24])[N:3]=1.Cl[C:41]1C=CC([C@@H](O)C(F)(F)F)=C(N2C=CC(C3CC3)=N2)[CH:42]=1>>[NH2:1][C:2]1[N:7]=[C:6]([N:8]2[CH2:20][CH2:19][C:11]3([CH2:15][NH:14][C@H:13]([C:16]([OH:18])=[O:17])[CH2:12]3)[CH2:10][CH2:9]2)[CH:5]=[C:4]([O:21][C@H:22]([C:27]2[CH:32]=[CH:31][C:30]([Cl:33])=[CH:29][C:28]=2[N:34]2[CH:38]=[CH:37][C:36]([CH:39]3[CH2:42][CH2:41]3)=[N:35]2)[C:23]([F:25])([F:24])[F:26])[N:3]=1. Procedure details: The title compound was prepared as described for (S)-8-(2-amino-6-((R)-1-(4-chloro-2-(3-methyl-1H-pyrazol-1-yl)phenyl)-2,2,2-trifluoroethoxy)pyrimidin-4-yl)-2,8-diazaspiro[4.5]decane-3-carboxylic acid (Example 10d) starting with (R)-1-(4-chloro-2-(3-cyclopropyl-1H-pyrazol-1-yl)phenyl)-2,2,2-trifluoroethanol (Intermediate 42). The reactants are NC1=CC(=C(C=N1)N(C(C(C)(C)C1=CC(=CC(=C1)C(F)(F)F)C(F)(F)F)=O)C)C1=C(C=CC=C1)C (N-(6-amino-4-o-tolyl-pyridin-3-yl)-2-(3,5-bis-trifluoromethyl-phenyl)-N-methyl-isobutyramide), C(C)N(C(C)C)C(C)C (N-ethyldiisopropylamine), C(C)(=O)OCC(=O)Cl (acetoxy acetyl chloride). Run in ClCCl (dichloromethane). Reaction conditions: time 8 hour. The product is FC(C=1C=C(C=C(C1)C(F)(F)F)C(C(=O)N(C=1C(=CC(=NC1)NC(=O)COC(C)=O)C1=C(C=CC=C1)C)C)(C)C)(F)F (Acetic acid (5-{[2-(3,5-bis-trifluoromethyl-phenyl)-2-methyl-propionyl]-methyl-amino}-4-o-tolyl-pyridin-2-ylcarbamoyl)-methyl ester). Isolated yield 52.1%. Reaction SMILES: [NH2:1][C:2]1[N:7]=[CH:6][C:5]([N:8]([CH3:28])[C:9](=[O:27])[C:10]([C:13]2[CH:18]=[C:17]([C:19]([F:22])([F:21])[F:20])[CH:16]=[C:15]([C:23]([F:26])([F:25])[F:24])[CH:14]=2)([CH3:12])[CH3:11])=[C:4]([C:29]2[CH:34]=[CH:33][CH:32]=[CH:31][C:30]=2[CH3:35])[CH:3]=1.C(N(C(C)C)C(C)C)C.[C:45]([O:48][CH2:49][C:50](Cl)=[O:51])(=[O:47])[CH3:46]>ClCCl>[F:22][C:19]([F:20])([F:21])[C:17]1[CH:18]=[C:13]([C:10]([CH3:12])([CH3:11])[C:9]([N:8]([CH3:28])[C:5]2[C:4]([C:29]3[CH:34]=[CH:33][CH:32]=[CH:31][C:30]=3[CH3:35])=[CH:3][C:2]([NH:1][C:50]([CH2:49][O:48][C:45](=[O:47])[CH3:46])=[O:51])=[N:7][CH:6]=2)=[O:27])[CH:14]=[C:15]([C:23]([F:26])([F:24])[F:25])[CH:16]=1. Reported procedure: To a solution of 100 mg (0.20 mmol) N-(6-amino-4-o-tolyl-pyridin-3-yl)-2-(3,5-bis-trifluoromethyl-phenyl)-N-methyl-isobutyramide in 3 ml dichloromethane were added 27 mg (0.21 mmol) N-ethyldiisopropylamine and 30 mg (0.21 mmol) acetoxy acetyl chloride. After stirring overnight, the solvent was evaporated and the residue was purified by flash-chromatography to give 62 mg (52%) of the title compound as white solid. Starting materials: [Br-], C=C(C)[Mg+], O=Cc1nc2ccccn2c(=O)c1Cc1ccccc1, C1CCOC1. Yields the product C=C(C)C(O)c1nc2ccccn2c(=O)c1Cc1ccccc1. RXN SMILES: [Br-:21].[C:22](=[CH2:23])([CH3:24])[Mg+:25].[CH2:1]([c:2]1[cH:3][cH:4][cH:5][cH:6][cH:7]1)[c:8]1[c:9]([CH:19]=[O:20])[n:10][c:11]2[n:12]([c:13]1=[O:14])[cH:15][cH:16][cH:17][cH:18]2.[CH2:26]1[O:27][CH2:28][CH2:29][CH2:30]1>>[CH2:1]([c:2]1[cH:3][cH:4][cH:5][cH:6][cH:7]1)[c:8]1[c:9]([CH:19]([OH:20])[C:22](=[CH2:23])[CH3:24])[n:10][c:11]2[n:12]([c:13]1=[O:14])[cH:15][cH:16][cH:17][cH:18]2. Run in C(C)O (ethanol). Starting materials: C12CN(CC(CC1)CC2)C(=O)CN2C(C(N=C(C1=C2C(=CC=C1)C)COC(C)=O)NC(=O)OCC1=CC=CC=C1)=O ((3RS)-1-[(3-azabicyclo[3.2.2]non-3-yl)carbonylmethyl]-3-benzyloxycarbonylamino-5-acetoxymethyl-9-methyl-2,3-dihydro-1H-1,4-benzodiazepin-2-one), [OH-].[Na+] (sodium hydroxide). Yields the product C12CN(CC(CC1)CC2)C(=O)CN2C(C(N=C(C1=C2C(=CC=C1)C)CO)NC(=O)OCC1=CC=CC=C1)=O ((3RS)-1-[(3-azabicyclo[3.2.2]non-3-yl)carbonylmethyl]-3-benzyloxycarbonylamino-5-hydroxymethyl-9-methyl-2,3-dihydro-1H-1,4-benzodiazepin-2-one). As a reaction SMILES: [CH:1]12[CH2:9][CH2:8][CH:5]([CH2:6][CH2:7]1)[CH2:4][N:3]([C:10]([CH2:12][N:13]1[C:19]3[C:20]([CH3:24])=[CH:21][CH:22]=[CH:23][C:18]=3[C:17]([CH2:25][O:26]C(=O)C)=[N:16][CH:15]([NH:30][C:31]([O:33][CH2:34][C:35]3[CH:40]=[CH:39][CH:38]=[CH:37][CH:36]=3)=[O:32])[C:14]1=[O:41])=[O:11])[CH2:2]2.[OH-].[Na+]>C(O)C>[CH:5]12[CH2:8][CH2:9][CH:1]([CH2:7][CH2:6]1)[CH2:2][N:3]([C:10]([CH2:12][N:13]1[C:19]3[C:20]([CH3:24])=[CH:21][CH:22]=[CH:23][C:18]=3[C:17]([CH2:25][OH:26])=[N:16][CH:15]([NH:30][C:31]([O:33][CH2:34][C:35]3[CH:40]=[CH:39][CH:38]=[CH:37][CH:36]=3)=[O:32])[C:14]1=[O:41])=[O:11])[CH2:4]2 |f:1.2|. Procedure: To a solution of (3RS)-1-[(3-azabicyclo[3.2.2]non-3-yl)carbonylmethyl]-3-benzyloxycarbonylamino-5-acetoxymethyl-9-methyl-2,3-dihydro-1H-1,4-benzodiazepin-2-one (1.9 g) in ethanol (40 ml) was added 1N-sodium hydroxide solution (7 ml) under stirring at ambient temperature. The mixture was stirred for 20 minutes under the same conditions. After removal of the solvent water was added into the mixture, which was adjusted to pH 4 with a diluted hydrochloric acid and extracted with ethyl acetate twice.... Reactants: ClCCCCC=1N(N=C2C(=NC=3CCCCC3C21)N)C (1-(4-chlorobutyl)-2-methyl-6,7,8,9-tetrahydro-2H-pyrazolo[3,4-c]quinoline-4-amine), C1(C=2C(C(N1)=O)=CC=CC2)=O.[K] (potassium phthalimide), [I-].[Na+] (sodium iodide), CN(C)C=O (DMF). Run in O (water). Reaction conditions: temperature 90 celsius. Yields the product NC1=NC=2CCCCC2C=2C1=NN(C2CCCCN2C(C1=CC=CC=C1C2=O)=O)C (2-[4-(4-amino-2-methyl-6,7,8,9-tetrahydro-2H-pyrazolo[3,4-c]quinolin-1-yl)butyl]-1H-isoindole-1,3(2H)-dione). Reaction SMILES: Cl[CH2:2][CH2:3][CH2:4][CH2:5][C:6]1[N:7]([CH3:20])[N:8]=[C:9]2[C:18]=1[C:17]1[CH2:16][CH2:15][CH2:14][CH2:13][C:12]=1[N:11]=[C:10]2[NH2:19].[C:21]1(=[O:31])[NH:25][C:24](=[O:26])[C:23]2=[CH:27][CH:28]=[CH:29][CH:30]=[C:22]12.[K].[I-].[Na+].CN(C=O)C>O>[NH2:19][C:10]1[C:9]2=[N:8][N:7]([CH3:20])[C:6]([CH2:5][CH2:4][CH2:3][CH2:2][N:25]3[C:21](=[O:31])[C:22]4[C:23](=[CH:27][CH:28]=[CH:29][CH:30]=4)[C:24]3=[O:26])=[C:18]2[C:17]2[CH2:16][CH2:15][CH2:14][CH2:13][C:12]=2[N:11]=1 |f:1.2,3.4,^1:31|. Reported procedure: A mixture of 1-(4-chlorobutyl)-2-methyl-6,7,8,9-tetrahydro-2H-pyrazolo[3,4-c]quinoline-4-amine (385 mg, 1.31 mmol), potassium phthalimide (362 mg, 1.96 mmol), sodium iodide (50 mg, 0.327 mmol), and DMF (2 mL) was heated at 90° C. for 4 hours. The reaction mixture was cooled to ambient temperature and then diluted with water (30 mL) while stirring in an ice bath. A precipitate was isolated by filtration to obtain 2-[4-(4-amino-2-methyl-6,7,8,9-tetrahydro-2H-pyrazolo[3,4-c]quinolin-1-yl)butyl]-1H-... The reactants are CC(=O)OC(C)=O, CC12CC(=O)C3C(CCC4CC(O)CCC43C)C1CCC2=O, c1ccncc1. Product: CC(=O)O, CC12CC(=O)C3C(CCC4CC(O)CCC43C)C1CCC2=O. As a reaction SMILES: [CH3:1][C:2](=[O:3])[O:4][C:5](=[O:6])[CH3:7].[OH:8][CH:9]1[CH2:10][CH:11]2[CH2:12][CH2:13][CH:14]3[CH:15]4[CH2:16][CH2:17][C:18](=[O:29])[C:19]4([CH3:20])[CH2:21][C:22](=[O:28])[CH:23]3[C:24]2([CH3:27])[CH2:25][CH2:26]1.[cH:30]1[cH:31][cH:32][n:33][cH:34][cH:35]1>>[CH3:1][C:2](=[O:3])[OH:4].[OH:8][CH:9]1[CH2:10][CH:11]2[CH2:12][CH2:13][CH:14]3[CH:15]4[CH2:16][CH2:17][C:18](=[O:29])[C:19]4([CH3:20])[CH2:21][C:22](=[O:28])[CH:23]3[C:24]2([CH3:27])[CH2:25][CH2:26]1. Reactants: C1CCOC1, C=CCOC(=O)N1CC(c2csc(S)n2)=CCC1C, C[Si](C)(C)[N-][Si](C)(C)C, CC#N, [Li+], C=CCOC(=O)C1=C(OP(Oc2ccccc2)Oc2ccccc2)C(C)C2C(C(C)O[Si](C)(C)C)C(=O)N12, O. Yields the product C=CCOC(=O)C1=C(Sc2nc(C3=CCC(C)N(C(=O)OCC=C)C3)cs2)C(C)C2C(C(C)O[Si](C)(C)C)C(=O)N12. RXN SMILES: [CH2:71]1[O:72][CH2:73][CH2:74][CH2:75]1.[CH3:11][CH:12]1[N:13]([C:24](=[O:25])[O:26][CH2:27][CH:28]=[CH2:29])[CH2:14][C:15]([c:18]2[n:19][c:20]([SH:23])[s:21][cH:22]2)=[CH:16][CH2:17]1.[CH3:1][Si:2]([CH3:3])([CH3:4])[N-:5][Si:6]([CH3:7])([CH3:8])[CH3:9].[CH3:68][C:69]#[N:70].[Li+:10].[O:30]([P:31]([O:32][c:33]1[cH:34][cH:35][cH:36][cH:37][cH:38]1)[O:61][C:39]1=[C:40]([C:55](=[O:56])[O:57][CH2:58][CH:59]=[CH2:60])[N:41]2[C:42](=[O:54])[CH:43]([CH:47]([CH3:48])[O:49][Si:50]([CH3:51])([CH3:52])[CH3:53])[CH:44]2[CH:45]1[CH3:46])[c:62]1[cH:63][cH:64][cH:65][cH:66][cH:67]1.[OH2:76]>>[CH3:11][CH:12]1[N:13]([C:24](=[O:25])[O:26][CH2:27][CH:28]=[CH2:29])[CH2:14][C:15]([c:18]2[n:19][c:20]([S:23][C:39]3=[C:40]([C:55](=[O:56])[O:57][CH2:58][CH:59]=[CH2:60])[N:41]4[C:42](=[O:54])[CH:43]([CH:47]([CH3:48])[O:49][Si:50]([CH3:51])([CH3:52])[CH3:53])[CH:44]4[CH:45]3[CH3:46])[s:21][cH:22]2)=[CH:16][CH2:17]1. Reaction SMILES: [C:35].[CH2:1]([c:2]1[cH:3][cH:4][cH:5][cH:6][cH:7]1)[O:8][C:9]([CH:10]1[N:11]([C:15]([CH:16]([NH:17][C:18](=[O:19])[CH:20]2[CH2:21][C:22](=[O:24])[NH:23]2)[CH2:25][c:26]2[cH:27][nH:28][cH:29][n:30]2)=[O:31])[CH2:12][CH2:13][CH2:14]1)=[O:32].[CH3:33][OH:34].[Pd:36]>>[O:8]=[C:9]([CH:10]1[N:11]([C:15]([CH:16]([NH:17][C:18](=[O:19])[CH:20]2[CH2:21][C:22](=[O:24])[NH:23]2)[CH2:25][c:26]2[cH:27][nH:28][cH:29][n:30]2)=[O:31])[CH2:12][CH2:13][CH2:14]1)[OH:32]. Product: O=C1CC(C(=O)NC(Cc2c[nH]cn2)C(=O)N2CCCC2C(=O)O)N1. Starting materials: C, O=C1CC(C(=O)NC(Cc2c[nH]cn2)C(=O)N2CCCC2C(=O)OCc2ccccc2)N1, CO, [Pd].